From a dataset of the Open Reaction Database (ORD), a public repository of structured organic reaction records. describe an organic reaction: reactants, conditions, products, and yield Starting materials: [OH-].[K+] (KOH), NC1=NC(=C(C(=N1)N[C@H](CCO)CCC)CC=1C=C(C=CC1F)CC#N)C ((S)-2-(3-((2-Amino-4-(1-hydroxyhexan-3-ylamino)-6-methylpyrimidin-5-yl)methyl)-4-fluorophenyl)acetonitrile), C(CCC)O (butan-1-ol), Cl (HCl). Solvent: O (water). Run at temperature 100 celsius. Product: NC1=NC(=C(C(=N1)N[C@H](CCO)CCC)CC=1C=C(C=CC1F)CC(=O)OC)C ((S)-Methyl 2-(3-((2-amino-4-(1-hydroxyhexan-3-ylamino)-6-methylpyrimidin-5-yl)methyl)-4-fluorophenyl)acetate). Reaction SMILES: [OH-:1].[K+].[NH2:3][C:4]1[N:9]=[C:8]([NH:10][C@@H:11]([CH2:15][CH2:16][CH3:17])[CH2:12][CH2:13][OH:14])[C:7]([CH2:18][C:19]2[CH:20]=[C:21]([CH2:26][C:27]#N)[CH:22]=[CH:23][C:24]=2[F:25])=[C:6]([CH3:29])[N:5]=1.Cl.[CH2:31]([OH:35])CCC>O>[NH2:3][C:4]1[N:9]=[C:8]([NH:10][C@@H:11]([CH2:15][CH2:16][CH3:17])[CH2:12][CH2:13][OH:14])[C:7]([CH2:18][C:19]2[CH:20]=[C:21]([CH2:26][C:27]([O:35][CH3:31])=[O:1])[CH:22]=[CH:23][C:24]=2[F:25])=[C:6]([CH3:29])[N:5]=1 |f:0.1|. Reported procedure: Aq. 5M KOH (0.5 mL) was added to a stirred solution of the product from step (v) (70 mg) in butan-1-ol (1 mL) and heated to 100° C. for 15 h. The mixture was allowed to cool, diluted with water (2 mL) and then adjusted to ˜pH 7 with conc. HCl. The organic phase was separated and the aqueous was extracted with butan-1-ol (5 mL). The combined organic extracts were evaporated, the residue was dissolved in MeOH and conc. HCl (0.3 mL) was added and the mixture heated to 70° C. for 1 h. After cooling ... Reactants: C1(CCCCC1)P(C1=C(C=CC=C1)C1=C(C=CC=C1OC)OC)C1CCCCC1 (2-dicyclohexylphosphino-2′,6′-dimethoxybiphenyl), BrC=1C=CC2=C(C(=C(O2)C(C2CCCCC2)NC2=CC=C(C=C2)C(=O)N(CCC(=O)OCC)C)C)C1 (ethyl 3-{[(4-{[(5-bromo-3-methyl-1-benzofuran-2-yl)(cyclohexyl)methyl]amino}phenyl)carbonyl](methyl)amino}-propanoate), CC1=NOC(=C1B(O)O)C ((3,5-dimethylisoxazol-4-yl)boronic acid), C([O-])([O-])=O.[Na+].[Na+] (sodium carbonate). Reagents/catalysts: C=1C=CC(=CC1)/C=C/C(=O)/C=C/C2=CC=CC=C2.C=1C=CC(=CC1)/C=C/C(=O)/C=C/C2=CC=CC=C2.C=1C=CC(=CC1)/C=C/C(=O)/C=C/C2=CC=CC=C2.[Pd].[Pd] (tris(dibenzylideneacetone)dipalladium). Run in C1(=CC=CC=C1)C (toluene). Reaction conditions: time 10 minute. Yields the product C1(CCCCC1)C(C=1OC2=C(C1C)C=C(C=C2)C=2C(=NOC2C)C)NC2=CC=C(C=C2)C(=O)N(CCC(=O)OCC)C (ethyl 3-[{[4-({cyclohexyl[5-(3,5-dimethylisoxazol-4-yl)-3-methyl-1-benzofuran-2-yl]methyl}amino)phenyl]carbonyl}(methyl)amino]propanoate). Yield: 23.4%. RXN SMILES: Br[C:2]1[CH:3]=[CH:4][C:5]2[O:9][C:8]([CH:10]([NH:17][C:18]3[CH:23]=[CH:22][C:21]([C:24]([N:26]([CH3:34])[CH2:27][CH2:28][C:29]([O:31][CH2:32][CH3:33])=[O:30])=[O:25])=[CH:20][CH:19]=3)[CH:11]3[CH2:16][CH2:15][CH2:14][CH2:13][CH2:12]3)=[C:7]([CH3:35])[C:6]=2[CH:36]=1.[CH3:37][C:38]1[C:42](B(O)O)=[C:41]([CH3:46])[O:40][N:39]=1.C(=O)([O-])[O-].[Na+].[Na+].C1(P(C2CCCCC2)C2C=CC=CC=2C2C(OC)=CC=CC=2OC)CCCCC1>C1(C)C=CC=CC=1.C1C=CC(/C=C/C(/C=C/C2C=CC=CC=2)=O)=CC=1.C1C=CC(/C=C/C(/C=C/C2C=CC=CC=2)=O)=CC=1.C1C=CC(/C=C/C(/C=C/C2C=CC=CC=2)=O)=CC=1.[Pd].[Pd]>[CH:11]1([CH:10]([NH:17][C:18]2[CH:23]=[CH:22][C:21]([C:24]([N:26]([CH3:34])[CH2:27][CH2:28][C:29]([O:31][CH2:32][CH3:33])=[O:30])=[O:25])=[CH:20][CH:19]=2)[C:8]2[O:9][C:5]3[CH:4]=[CH:3][C:2]([C:42]4[C:38]([CH3:37])=[N:39][O:40][C:41]=4[CH3:46])=[CH:36][C:6]=3[C:7]=2[CH3:35])[CH2:16][CH2:15][CH2:14][CH2:13][CH2:12]1 |f:2.3.4,7.8.9.10.11|. Reported procedure: To a solution (15 mL) of ethyl 3-{[(4-{[(5-bromo-3-methyl-1-benzofuran-2-yl)(cyclohexyl)methyl]amino}phenyl)carbonyl](methyl)amino}-propanoate (0.54 g) synthesized in Example A174(3) in toluene were added (3,5-dimethylisoxazol-4-yl)boronic acid (0.41 g) and 2N aqueous sodium carbonate solution (1.46 mL), and the mixture was stirred at room temperature for 10 min under argon atmosphere. To the reaction mixture were added 2-dicyclohexylphosphino-2′,6′-dimethoxybiphenyl (0.05 g) and tris(dibenzylid...